From a dataset of the Open Reaction Database (ORD), a public repository of structured organic reaction records. describe an organic reaction: reactants, conditions, products, and yield Starting materials: BrC1CCCC12C(NC1=CC=CC=C21)=O (5-bromo-spiro[cyclopentane-1,3′-[3H]indol]-2′(1′H)-one), [N+](=O)([O-])C=1C=C(C=CC1)B(O)O (3-nitrophenylboronic acid), C([O-])([O-])=O.[Na+].[Na+] (sodium carbonate). The reagents and catalysts are C=1C=CC(=CC1)[P](C=2C=CC=CC2)(C=3C=CC=CC3)[Pd]([P](C=4C=CC=CC4)(C=5C=CC=CC5)C=6C=CC=CC6)([P](C=7C=CC=CC7)(C=8C=CC=CC8)C=9C=CC=CC9)[P](C=1C=CC=CC1)(C=1C=CC=CC1)C=1C=CC=CC1 (tetrakis(triphenylphosphine)palladium(0)). The solvent is C(OC)COC (dimethoxyethane), O (water), O (water). Product: N1C(C2(C3=CC=CC=C13)CCCC2)=O.[N+](=O)([O-])C=2C=C(C=CC2)C=2C=C1C3(C(NC1=CC2)=O)CCCC3 (5′-(3-nitrophenyl)spiro[cyclopentane-1,3′-[3H]indol]2′(1′H)-one Spiro[cyclopentane-1,3′-[3H]indol]-2′(1′H)-one). Yield: 123.6%. RXN SMILES: Br[CH:2]1[C:6]2([C:14]3[C:9](=[CH:10][CH:11]=[CH:12][CH:13]=3)[NH:8][C:7]2=[O:15])[CH2:5][CH2:4][CH2:3]1.[N+:16]([C:19]1[CH:20]=[C:21](B(O)O)[CH:22]=[CH:23][CH:24]=1)([O-:18])=[O:17].C(=O)([O-])[O-].[Na+].[Na+]>C(COC)OC.O.C1C=CC([P]([Pd]([P](C2C=CC=CC=2)(C2C=CC=CC=2)C2C=CC=CC=2)([P](C2C=CC=CC=2)(C2C=CC=CC=2)C2C=CC=CC=2)[P](C2C=CC=CC=2)(C2C=CC=CC=2)C2C=CC=CC=2)(C2C=CC=CC=2)C2C=CC=CC=2)=CC=1>[NH:8]1[C:9]2[C:14](=[CH:13][CH:12]=[CH:11][CH:10]=2)[C:6]2([CH2:2][CH2:3][CH2:4][CH2:5]2)[C:7]1=[O:15].[N+:16]([C:19]1[CH:24]=[C:23]([C:12]2[CH:13]=[C:14]3[C:9](=[CH:10][CH:11]=2)[NH:8][C:7](=[O:15])[C:6]23[CH2:5][CH2:4][CH2:3][CH2:2]2)[CH:22]=[CH:21][CH:20]=1)([O-:18])=[O:17] |f:2.3.4,8.9,^1:44,46,65,84|. Procedure: A solution of 5-bromo-spiro[cyclopentane-1,3′-[3H]indol]-2′(1′H)-one (0.3 g, 1.1 mmol) and tetrakis(triphenylphosphine)palladium(0) (0.07 g, 0.06 mmol) in dimethoxyethane (8 cm3) was stirred under N2 for 20 min. To this mixture was then added 3-nitrophenylboronic acid (0.23 g, 1.4 mmol) and sodium carbonate (0.36 g, 3.4 mmol) in water (3 cm3). The solution was brought to reflux for 3 h then cooled to RT, poured into water and extracted with EtOAc (×3). The combined organic extracts were washed w... Reactants: C1(=CC=CC=C1)N(N)CCC (1-phenyl-1-n-propylhydrazine), C([O-])(O)=O.[Na+] (sodium bicarbonate), C(C)(C)O (isopropanol), S(N)(=O)(=O)C=1C=C(C(=O)Cl)C=CC1Cl (3-sulfamoyl-4-chlorobenzoyl chloride). The solvent is O (water). Yields the product C(CC)N(NC(C1=CC(=C(C=C1)Cl)S(N)(=O)=O)=O)C1=CC=CC=C1 (1-n-Propyl-1-phenyl-2-(3-sulfamoyl-4 chlorobenzoyl) hydrazine). RXN SMILES: [C:1]1([N:7]([CH2:9][CH2:10][CH3:11])[NH2:8])[CH:6]=[CH:5][CH:4]=[CH:3][CH:2]=1.C(=O)(O)[O-].[Na+].C(O)(C)C.[S:21]([C:25]1[CH:26]=[C:27]([CH:31]=[CH:32][C:33]=1[Cl:34])[C:28](Cl)=[O:29])(=[O:24])(=[O:23])[NH2:22]>O>[CH2:9]([N:7]([C:1]1[CH:6]=[CH:5][CH:4]=[CH:3][CH:2]=1)[NH:8][C:28](=[O:29])[C:27]1[CH:31]=[CH:32][C:33]([Cl:34])=[C:25]([S:21](=[O:23])(=[O:24])[NH2:22])[CH:26]=1)[CH2:10][CH3:11] |f:1.2|. Procedure details: A vigorously stirred mixture of 14.0 g (0.1 mol) 1-phenyl-1-n-propylhydrazine, 8.4 g (0.1 mol) sodium bicarbonate, and 100 ml isopropanol was chilled to 0°-5° C., 23 g (0.09 mol) 3-sulfamoyl-4-chlorobenzoyl chloride was added in one portion, and the reaction mixture was allowed to stir for several hours, gradually warming to room temperature. Dilution with water and refrigeration overnight yielded solid material which was collected and recrystallized from acetone/water, mp. 102° C. (d). Starting materials: C(C)(C)(C)OC(=O)NCC1CN(CC1)CCCN (3-(3-tert-Butoxycarbonylaminomethylpyrrolidin-1-yl)propylamine), ClC1=CC=C(C(=O)Cl)C=C1 (4-chlorobenzoyl chloride), NC1=CC(=C(C(=O)O)C=C1Cl)OC (4-amino-5-chloro-2-methoxybenzoic acid). The product is NC1=CC(=C(C(=O)NCC2CN(CC2)CCCNC(C2=CC=C(C=C2)Cl)=O)C=C1Cl)OC (4-amino-5-chloro-N-(1-(3-(4-chlorobenzoylamino)propyl)pyrrolidin-3-ylmethyl)-2-methoxybenzamide). RXN SMILES: C(O[C:6]([NH:8][CH2:9][CH:10]1[CH2:14][CH2:13][N:12]([CH2:15][CH2:16][CH2:17][NH2:18])[CH2:11]1)=[O:7])(C)(C)C.[Cl:19][C:20]1[CH:28]=[CH:27][C:23]([C:24](Cl)=[O:25])=[CH:22][CH:21]=1.[NH2:29][C:30]1[C:38]([Cl:39])=[CH:37][C:33](C(O)=O)=[C:32]([O:40][CH3:41])[CH:31]=1>>[NH2:29][C:30]1[C:38]([Cl:39])=[CH:37][C:33]([C:6]([NH:8][CH2:9][CH:10]2[CH2:14][CH2:13][N:12]([CH2:15][CH2:16][CH2:17][NH:18][C:24](=[O:25])[C:23]3[CH:27]=[CH:28][C:20]([Cl:19])=[CH:21][CH:22]=3)[CH2:11]2)=[O:7])=[C:32]([O:40][CH3:41])[CH:31]=1. Reported procedure: 3-(3-tert-Butoxycarbonylaminomethylpyrrolidin-1-yl)propylamine (1.00 g) as starting compound was reacted and treated in the same manner as in Example 1 using 4-chlorobenzoyl chloride (0.54 ml) and 4-amino-5-chloro-2-methoxybenzoic acid (0.86 g) to give 4-amino-5-chloro-N-(1-(3-(4-chlorobenzoylamino)propyl)pyrrolidin-3-ylmethyl)-2-methoxybenzamide. The reactants are C(C1=CC=CC=C1)C1=NC(=CC=C1)N1C[C@H]2[C@@H](C1)OC(O2)(C)C (2-benzyl-6-[cis-3,4-(dimethylmethylenedioxy)pyrrolidine-1-yl]pyridine), [Cl-].[NH4+] (ammonium chloride), CCCCCC (hexane), [H-].C(C(C)C)[Al+]CC(C)C (diisobutylaluminum hydride). The solvent is C(C)OCC (diethyl ether). Reaction conditions: time 8 hour. Product: C(C1=CC=CC=C1)C1=NC(=CC=C1)N1C[C@H]([C@H](C1)O)OC(C)C (2-Benzyl-6-(cis-3isopropyloxy-4-hydroxypyrrolidine1-yl)pyridine). As a reaction SMILES: CCCCCC.[H-].C([Al+]CC(C)C)C(C)C.[CH2:17]([C:24]1[CH:29]=[CH:28][CH:27]=[C:26]([N:30]2[CH2:34][C@H:33]3[O:35][C:36]([CH3:39])([CH3:38])[O:37][C@H:32]3[CH2:31]2)[N:25]=1)[C:18]1[CH:23]=[CH:22][CH:21]=[CH:20][CH:19]=1.[Cl-].[NH4+]>C(OCC)C>[CH2:17]([C:24]1[CH:29]=[CH:28][CH:27]=[C:26]([N:30]2[CH2:31][C@H:32]([OH:37])[C@H:33]([O:35][CH:36]([CH3:39])[CH3:38])[CH2:34]2)[N:25]=1)[C:18]1[CH:23]=[CH:22][CH:21]=[CH:20][CH:19]=1 |f:1.2,4.5|. Procedure details: A hexane solution containing 1.5 mol of diisobutylaluminum hydride was added little by little to a solution of 5.0 ml of diethyl ether containing 460 mg of 2-benzyl-6-[cis-3,4-(dimethylmethylenedioxy)pyrrolidine-1-yl]pyridine at −20° C. After stirring at room temperature overnight, the reaction solution was poured into an aqueous ammonium chloride solution, and the mixture was filtered through Celite and extracted with ethyl acetate. The organic phase was washed with brine and the solvent was re... Reactants: C1CCOC1, c1ccc(C(c2ccccc2)N2CCNCC2)cc1, O=C(Cl)CCCCl. The product is O=C(CCCCl)N1CCN(C(c2ccccc2)c2ccccc2)CC1. RXN SMILES: [CH2:27]1[O:28][CH2:29][CH2:30][CH2:31]1.[CH:1]([c:2]1[cH:3][cH:4][cH:5][cH:6][cH:7]1)([c:8]1[cH:9][cH:10][cH:11][cH:12][cH:13]1)[N:14]1[CH2:15][CH2:16][NH:17][CH2:18][CH2:19]1.[Cl:20][CH2:21][CH2:22][CH2:23][C:24](=[O:25])[Cl:26]>>[CH:1]([c:2]1[cH:3][cH:4][cH:5][cH:6][cH:7]1)([c:8]1[cH:9][cH:10][cH:11][cH:12][cH:13]1)[N:14]1[CH2:15][CH2:16][N:17]([C:24]([CH2:23][CH2:22][CH2:21][Cl:20])=[O:25])[CH2:18][CH2:19]1.